This data is from the Open Reaction Database (ORD), a public repository of structured organic reaction records. The task is: describe an organic reaction: reactants, conditions, products, and yield The reactants are N#Cc1ccc(Br)cc1Cl, O=C([O-])[O-], [Cs+], [Cs+], CC1NC(=O)C(F)(F)C1O, O=C(C=Cc1ccccc1)C=Cc1ccccc1, O=C(C=Cc1ccccc1)C=Cc1ccccc1, O=C(C=Cc1ccccc1)C=Cc1ccccc1, [Pd], [Pd], CC1(C)c2cccc(P(c3ccccc3)c3ccccc3)c2Oc2c(P(c3ccccc3)c3ccccc3)cccc21. The product is CC1C(O)C(F)(F)C(=O)N1c1ccc(C#N)c(Cl)c1. RXN SMILES: [Br:1][c:2]1[cH:3][c:4]([Cl:10])[c:5]([C:6]#[N:7])[cH:8][cH:9]1.[C:63](=[O:64])([O-:65])[O-:66].[Cs+:67].[Cs+:68].[F:11][C:12]1([F:20])[C:13](=[O:19])[NH:14][CH:15]([CH3:18])[CH:16]1[OH:17].[O:107]=[C:108]([CH:109]=[CH:110][c:111]1[cH:112][cH:113][cH:114][cH:115][cH:116]1)[CH:117]=[CH:118][c:119]1[cH:120][cH:121][cH:122][cH:123][cH:124]1.[O:71]=[C:72]([CH:73]=[CH:74][c:75]1[cH:76][cH:77][cH:78][cH:79][cH:80]1)[CH:81]=[CH:82][c:83]1[cH:84][cH:85][cH:86][cH:87][cH:88]1.[O:89]=[C:90]([CH:91]=[CH:92][c:93]1[cH:94][cH:95][cH:96][cH:97][cH:98]1)[CH:99]=[CH:100][c:101]1[cH:102][cH:103][cH:104][cH:105][cH:106]1.[Pd:69].[Pd:70].[c:21]1([P:22]([c:23]2[cH:24][cH:25][cH:26][cH:27][cH:28]2)[c:29]2[c:30]3[c:54]([cH:55][cH:56][cH:57]2)[C:51]([CH3:52])([CH3:53])[c:33]2[c:32]([c:37]([P:38]([c:39]4[cH:40][cH:41][cH:42][cH:43][cH:44]4)[c:45]4[cH:46][cH:47][cH:48][cH:49][cH:50]4)[cH:36][cH:35][cH:34]2)[O:31]3)[cH:58][cH:59][cH:60][cH:61][cH:62]1>>[c:2]1([N:14]2[C:13](=[O:19])[C:12]([F:11])([F:20])[CH:16]([OH:17])[CH:15]2[CH3:18])[cH:3][c:4]([Cl:10])[c:5]([C:6]#[N:7])[cH:8][cH:9]1. Starting materials: C[N+]1([O-])CCOCC1, CCC[N+](CCC)(CCC)CCC, CC#N, OCc1ccc(-c2noc(-c3cc(-c4ccccc4)c(C(F)(F)F)s3)n2)cc1. Yields the product O=Cc1ccc(-c2noc(-c3cc(-c4ccccc4)c(C(F)(F)F)s3)n2)cc1. RXN SMILES: [CH3:29][N+:30]1([O-:31])[CH2:32][CH2:33][O:34][CH2:35][CH2:36]1.[CH3:37][CH2:38][CH2:39][N+:40]([CH2:41][CH2:42][CH3:43])([CH2:44][CH2:45][CH3:46])[CH2:47][CH2:48][CH3:49].[CH3:50][C:51]#[N:52].[OH:1][CH2:2][c:3]1[cH:4][cH:5][c:6](-[c:9]2[n:10][o:11][c:12](-[c:14]3[s:15][c:16]([C:25]([F:26])([F:27])[F:28])[c:17](-[c:19]4[cH:20][cH:21][cH:22][cH:23][cH:24]4)[cH:18]3)[n:13]2)[cH:7][cH:8]1>>[O:1]=[CH:2][c:3]1[cH:4][cH:5][c:6](-[c:9]2[n:10][o:11][c:12](-[c:14]3[s:15][c:16]([C:25]([F:26])([F:27])[F:28])[c:17](-[c:19]4[cH:20][cH:21][cH:22][cH:23][cH:24]4)[cH:18]3)[n:13]2)[cH:7][cH:8]1. Reactants: C(C)(C)(C)OC(=O)N1CCC(CC1)\C=C\C1=CC=C2C(=NN(C2=C1)CC1=CC=C(C=C1)Cl)C1CCN(CC1)CC(=O)OC(C)(C)C (4-{2-[3-(1-tert-butoxycarbonylmethyl-piperidin-4-yl)-1-(4-chloro-benzyl)-1H-indazol-6-yl]-(E)-vinyl}-piperidine-1-carboxylic acid tert-butyl ester), FC(C(=O)O)(F)F (trifluoroacetic acid). Product: FC(C(=O)O)(F)F.ClC1=CC=C(CN2N=C(C3=CC=C(C=C23)\C=C\C2CCNCC2)C2CCN(CC2)CC(=O)O)C=C1 ((4-{1-(4-Chloro-benzyl)-6-[2-piperidin-4-yl-(E)-vinyl]-1H-indazol-3-yl}-piperidin-1-yl)-acetic acid trifluoroacetate). Yield: 86.0%. RXN SMILES: C(OC([N:8]1[CH2:13][CH2:12][CH:11](/[CH:14]=[CH:15]/[C:16]2[CH:24]=[C:23]3[C:19]([C:20]([CH:33]4[CH2:38][CH2:37][N:36]([CH2:39][C:40]([O:42]C(C)(C)C)=[O:41])[CH2:35][CH2:34]4)=[N:21][N:22]3[CH2:25][C:26]3[CH:31]=[CH:30][C:29]([Cl:32])=[CH:28][CH:27]=3)=[CH:18][CH:17]=2)[CH2:10][CH2:9]1)=O)(C)(C)C.[F:47][C:48]([F:53])([F:52])[C:49]([OH:51])=[O:50]>>[F:47][C:48]([F:53])([F:52])[C:49]([OH:51])=[O:50].[Cl:32][C:29]1[CH:28]=[CH:27][C:26]([CH2:25][N:22]2[C:23]3[C:19](=[CH:18][CH:17]=[C:16](/[CH:15]=[CH:14]/[CH:11]4[CH2:10][CH2:9][NH:8][CH2:13][CH2:12]4)[CH:24]=3)[C:20]([CH:33]3[CH2:38][CH2:37][N:36]([CH2:39][C:40]([OH:42])=[O:41])[CH2:35][CH2:34]3)=[N:21]2)=[CH:31][CH:30]=1 |f:2.3|. Procedure details: A solution of 4-{2-[3-(1-tert-butoxycarbonylmethyl-piperidin-4-yl)-1-(4-chloro-benzyl)-1H-indazol-6-yl]-(E)-vinyl}-piperidine-1-carboxylic acid tert-butyl ester (0.152 g, 0.234 mmol) in trifluoroacetic acid (4 ml) was stirred at 23° for 3 h. The solvent was removed in vacuo and the residue was triturated with ether to give the title compound as an ivory solid (0.148 g, 86%). The reactants are O=C([O-])[O-], CS(C)=O, COC(=O)Cc1ccc(O)c(Cl)c1, O=C1NC(=O)c2cc([N+](=O)[O-])c(Cl)cc21, [K+], [K+], O. Product: COC(=O)Cc1ccc(Oc2cc3c(cc2[N+](=O)[O-])C(=O)NC3=O)c(Cl)c1. As a reaction SMILES: [C:29](=[O:30])([O-:31])[O-:32].[CH3:36][S:37]([CH3:38])=[O:39].[Cl:16][c:17]1[cH:18][c:19]([CH2:24][C:25](=[O:26])[O:27][CH3:28])[cH:20][cH:21][c:22]1[OH:23].[Cl:1][c:2]1[cH:3][c:4]2[c:5]([cH:11][c:12]1[N+:13](=[O:14])[O-:15])[C:6](=[O:7])[NH:8][C:9]2=[O:10].[K+:33].[K+:34].[OH2:35]>>[c:2]1([O:23][c:22]2[c:17]([Cl:16])[cH:18][c:19]([CH2:24][C:25](=[O:26])[O:27][CH3:28])[cH:20][cH:21]2)[cH:3][c:4]2[c:5]([cH:11][c:12]1[N+:13](=[O:14])[O-:15])[C:6](=[O:7])[NH:8][C:9]2=[O:10]. Reactants: C(C)(C)(C)OC(=O)N1C2CC(CC1CC2)(O)C2=C(C=NC=C2)Cl (3-(3-Chloro-pyridin-4-yl)-3-hydroxy-8-aza-bicyclo[3.2.1]octane-8-carboxylic acid tert-butyl ester). Run in C(=O)(C(F)(F)F)O (TFA), C(Cl)Cl (DCM). Conditions: time 1 hour. Yields the product ClC=1C=NC=CC1C1(CC2CCC(C1)N2)O (3-(3-Chloro-pyridin-4-yl)-8-aza-bicyclo[3.2.1]octan-3-ol). The yield is 100.0%. Reaction SMILES: C(OC([N:8]1[CH:13]2[CH2:14][CH2:15][CH:9]1[CH2:10][C:11]([C:17]1[CH:22]=[CH:21][N:20]=[CH:19][C:18]=1[Cl:23])([OH:16])[CH2:12]2)=O)(C)(C)C>C(O)(C(F)(F)F)=O.C(Cl)Cl>[Cl:23][C:18]1[CH:19]=[N:20][CH:21]=[CH:22][C:17]=1[C:11]1([OH:16])[CH2:12][CH:13]2[NH:8][CH:9]([CH2:15][CH2:14]2)[CH2:10]1. Procedure details: 3-(3-Chloro-pyridin-4-yl)-3-hydroxy-8-aza-bicyclo[3.2.1]octane-8-carboxylic acid tert-butyl ester (0.34 g, 1.0 mmol) was dissolved in TFA (1 mL) and DCM (2 mL). The mixture was stirred for 1 hour and the solvent removed by evaporation under vacuum and the residues were passed through an SCX cartridge, eluting with 2 M ammonia in methanol to give the title compound (0.24 g, 1.0 mmol). 1H NMR (400 MHz, CDCl3): δ 8.49 (s, 1H), 8.46 (d, 1H), 7.66 (d, 1H), 3.74 (m, broad, 2H), 2.79-2.71 (m, broad, 2H... The reactants are solution, C[C@H]1C[C@H]2[C@@H]3CC[C@@]([C@]3(C[C@@H]([C@@H]2[C@@]4(C1=CC(=O)C=C4)C)O)C)(C(=O)CO)O (6α-methyl-11β,17α,21-trihydroxy-1,4-pregnadiene-3,20-dione), ( 12 ), C1(=CC=C(C=C1)S(=O)(=O)[O-])C.[NH+]1=CC=CC=C1 (pyridinium p-toluenesulfonate), C(C)(OC)(OC)OC (trimethyl orthoacetate), C(=O)(O)[O-].[Na+] (NaHCO3). Run in ClCCl (dichloromethane). Conditions: time 5 hour. Product: C(C)(=O)O[C@]1(C(CO)=O)CC[C@H]2[C@@H]3C[C@@H](C4=CC(C=C[C@]4(C)[C@H]3[C@H](C[C@]12C)O)=O)C (17α-Acetoxy-11β,21-dihydroxy-6α-methyl-1,4-pregnadiene-3,20-dione). The yield is 89.0%. As a reaction SMILES: [CH3:1][C@@H:2]1[C:14]2=[CH:15][C:16]([CH:18]=[CH:19][C@:13]2([CH3:20])[C@@H:12]2[C@H:4]([C@H:5]3[C@:9]([CH3:22])([CH2:10][C@@H:11]2[OH:21])[C@@:8]([OH:27])([C:23]([CH2:25][OH:26])=[O:24])[CH2:7][CH2:6]3)[CH2:3]1)=[O:17].C1(C)C=CC(S([O-])(=O)=O)=CC=1.[NH+]1C=CC=CC=1.[C:45](OC)(OC)([O:47]C)[CH3:46].C([O-])(O)=O.[Na+]>ClCCl>[C:45]([O:27][C@:8]1([C@:9]2([CH3:22])[C@H:5]([C@H:4]3[C@H:12]([C@@H:11]([OH:21])[CH2:10]2)[C@:13]2([CH3:20])[C:14](=[CH:15][C:16](=[O:17])[CH:18]=[CH:19]2)[C@@H:2]([CH3:1])[CH2:3]3)[CH2:6][CH2:7]1)[C:23](=[O:24])[CH2:25][OH:26])(=[O:47])[CH3:46] |f:1.2,4.5|. Procedure: To a solution (60 ml) of 6α-methylpredonisolone (6α-methyl-11β,17α,21-trihydroxy-1,4-pregnadiene-3,20-dione) (12) (2.13 g ) in dichloromethane were added pyridinium p-toluenesulfonate (28.0 mg) and trimethyl orthoacetate (1.01 ml). The mixture was stirred at room temperature (20°-25° C.) for 5 hours. When the reaction was completed, the reaction mixture was concentrated, and the residue was dissolved in acetone. (30 ml). While cooling the mixture on ice, an aqueous solution (30 ml) of p-toluenes...